Dataset: the Open Reaction Database (ORD), a public repository of structured organic reaction records. Task: describe an organic reaction: reactants, conditions, products, and yield Product: CCc1nc2c(OCc3ccccc3)cc(C(=O)N(C)C)cc2n1C. The reactants are O=C=O, CCc1nc2c(OCc3ccccc3)cc(Br)cc2n1C, CNC, CC(=O)[O-], CC(=O)[O-], [Pd+2], c1ccc(P(c2ccccc2)c2ccccc2)cc1. RXN SMILES: [C:44](=[O:45])=[O:46].[CH2:1]([c:2]1[cH:3][cH:4][cH:5][cH:6][cH:7]1)[O:8][c:9]1[cH:10][c:11]([Br:21])[cH:12][c:13]2[n:14]([CH3:20])[c:15]([CH2:18][CH3:19])[n:16][c:17]12.[CH3:41][NH:42][CH3:43].[O-:48][C:49]([CH3:50])=[O:51].[O-:52][C:53]([CH3:54])=[O:55].[Pd+2:47].[c:22]1([P:23]([c:24]2[cH:25][cH:26][cH:27][cH:28][cH:29]2)[c:30]2[cH:31][cH:32][cH:33][cH:34][cH:35]2)[cH:36][cH:37][cH:38][cH:39][cH:40]1>>[CH2:1]([c:2]1[cH:3][cH:4][cH:5][cH:6][cH:7]1)[O:8][c:9]1[cH:10][c:11]([C:44]([N:42]([CH3:41])[CH3:43])=[O:46])[cH:12][c:13]2[n:14]([CH3:20])[c:15]([CH2:18][CH3:19])[n:16][c:17]12. Product: CCCCCN1C(=O)C(C)(C)c2cc3[nH]c(NC(=O)c4ccccc4)nc3cc21. As a reaction SMILES: [C:22]([c:23]1[cH:24][cH:25][cH:26][cH:27][cH:28]1)(=[O:29])[Cl:30].[NH2:1][c:2]1[n:3][c:4]2[c:5]([cH:6][c:7]3[c:11]([cH:12]2)[N:10]([CH2:13][CH2:14][CH2:15][CH2:16][CH3:17])[C:9](=[O:18])[C:8]3([CH3:19])[CH3:20])[nH:21]1.[cH:31]1[cH:32][cH:33][n:34][cH:35][cH:36]1>>[NH:1]([c:2]1[n:3][c:4]2[c:5]([cH:6][c:7]3[c:11]([cH:12]2)[N:10]([CH2:13][CH2:14][CH2:15][CH2:16][CH3:17])[C:9](=[O:18])[C:8]3([CH3:19])[CH3:20])[nH:21]1)[C:22]([c:23]1[cH:24][cH:25][cH:26][cH:27][cH:28]1)=[O:29]. Reactants: O=C(Cl)c1ccccc1, CCCCCN1C(=O)C(C)(C)c2cc3[nH]c(N)nc3cc21, c1ccncc1. Reactants: FC1=CC=C(CC2CCNCC2)C=C1 (4-(4-Fluoro-benzyl)-piperidine), C(C1=CC=CC=C1)OC1=CC2=CC=C(C=C2C=C1)OCCBr (2-benzyloxy-6-(2-bromo-ethoxy)-naphthalene), C([O-])([O-])=O.[K+].[K+] (potassium carbonate). Yields the product FC1=CC=C(CC2CCN(CC2)CCOC=2C=C3C=CC(=CC3=CC2)O)C=C1 (4-(4-Fluorobenzyl)-1-(2-(2-hydroxynaphth-6-oxy)ethyl)piperidine). Reaction SMILES: [F:1][C:2]1[CH:14]=[CH:13][C:5]([CH2:6][CH:7]2[CH2:12][CH2:11][NH:10][CH2:9][CH2:8]2)=[CH:4][CH:3]=1.[CH2:15]([O:22][C:23]1[CH:32]=[CH:31][C:30]2[C:25](=[CH:26][CH:27]=[C:28]([O:33]CCBr)[CH:29]=2)[CH:24]=1)[C:16]1C=CC=CC=1.C(=O)([O-])[O-].[K+].[K+]>>[F:1][C:2]1[CH:3]=[CH:4][C:5]([CH2:6][CH:7]2[CH2:8][CH2:9][N:10]([CH2:16][CH2:15][O:22][C:23]3[CH:24]=[C:25]4[C:30](=[CH:31][CH:32]=3)[CH:29]=[C:28]([OH:33])[CH:27]=[CH:26]4)[CH2:11][CH2:12]2)=[CH:13][CH:14]=1 |f:2.3.4|. Procedure: The title compound was prepared from 4-(4-Fluoro-benzyl)-piperidine and 2-benzyloxy-6-(2-bromo-ethoxy)-naphthalene and potassium carbonate in two steps as a solid, mp184-185° C. Analysis calculated for C24H26FNO2 : C, 75.96; H, 6.91; N, 3.69; F, 5.01. Found: C, 75.52; H, 6.86; N, 3.50; F, 5.15. The reactants are C(C)(C)(C)OC(=O)N1CC(CC1)(C(=O)O)N (3-aminopyrrolidine-1,3-dicarboxylic acid 1-tert-butyl ester), C[Si](C)(C)C=[N+]=[N-] ((Trimethylsilyl)diazomethane). Run in ClCCl (dichloromethane), CO (MeOH). Run at time 5 hour. Product: COC(=O)C1(CN(CC1)C(=O)OC(C)(C)C)N (3-amino-pyrrolidine-1,3-dicarboxylic acid 1-tert-butyl ester 3-methyl ester). Yield: 102.6%. As a reaction SMILES: [C:1]([O:5][C:6]([N:8]1[CH2:12][CH2:11][C:10]([NH2:16])([C:13]([OH:15])=[O:14])[CH2:9]1)=[O:7])([CH3:4])([CH3:3])[CH3:2].[CH3:17][Si](C=[N+]=[N-])(C)C>ClCCl.CO>[CH3:17][O:14][C:13]([C:10]1([NH2:16])[CH2:11][CH2:12][N:8]([C:6]([O:5][C:1]([CH3:4])([CH3:2])[CH3:3])=[O:7])[CH2:9]1)=[O:15]. Procedure details: In a round-bottomed flask 3-aminopyrrolidine-1,3-dicarboxylic acid 1-tert-butyl ester (0.20 g, 0.87 mmol) was dissolved in dichloromethane (3.2 mL) and MeOH (1.6 mL). (Trimethylsilyl)diazomethane (2.0 M in hexanes, 0.75 mL, 1.5 mmol) was added dropwise and the reaction mixture was stirred at room temperature for 5 h. The reaction mixture was quenched with a small portion of acetic acid and concentrated under reduced pressure. The residue was dissolved in dichloromethane and washed with saturated... Product: C1=CC=C2C(=C1)C(=O)C3=CC4=C(C=C3N2)C(=O)C5=CC=CC=C5N4 (quinacridone). The reactants are polyphosphoric acid, O=P12OP3(=O)OP(=O)(O1)OP(=O)(O2)O3 (P2O5), N(C1=CC=CC=C1)C1=C(C(=O)O)C=C(C(=C1)C(=O)O)NC1=CC=CC=C1 (2,5-dianilinoterephthalic acid), ClC1=CC=C(NC2=C(C(=O)O)C=C(C(=C2)C(=O)O)NC2=CC=C(C=C2)Cl)C=C1 (2,5-di(4-chloro-anilino)terephthalic acid). As a reaction SMILES: O=P12OP3(OP(OP(O3)(O1)=O)(=O)O2)=O.[NH:15]([C:22]1[CH:30]=[C:29]([C:31](O)=[O:32])[C:28]([NH:34][C:35]2[CH:40]=[CH:39][CH:38]=[CH:37][CH:36]=2)=[CH:27][C:23]=1[C:24](O)=[O:25])[C:16]1[CH:21]=[CH:20][CH:19]=[CH:18][CH:17]=1.ClC1C=CC(NC2C=C(C(O)=O)C(NC3C=CC(Cl)=CC=3)=CC=2C(O)=O)=CC=1>>[CH:38]1[CH:39]=[C:40]2[C:31]([C:29]3[C:28]([NH:34][C:35]2=[CH:36][CH:37]=1)=[CH:27][C:23]1[C:24]([C:21]2[C:16]([NH:15][C:22]=1[CH:30]=3)=[CH:17][CH:18]=[CH:19][CH:20]=2)=[O:25])=[O:32]. Conditions: temperature 85 celsius. Procedure details: 382 parts of polyphosphoric acid, containing 85.0% P2O5, are introduced into a pressure vessel. Then 68.7 parts of 2,5-dianilinoterephthalic acid and 7.6 parts of 2,5-di(4-chloro-anilino)terephthalic acid are introduced with stirring at from 80 to 90° C. and the mixture is heated at 125° C. for 1 hour during which ring closure takes place to form the quinacridone. The reaction mixture is then introduced into a second pressure vessel where it is hydrolyzed under pressure and with stirring with a ... Starting materials: Oc1cc2c(Br)ccc(F)c2cn1, C1CCOC1, C[Zn]C, Cc1ccccc1, [Cl-], [NH4+], c1ccc(P(c2ccccc2)(c2ccccc2)[Pd](P(c2ccccc2)(c2ccccc2)c2ccccc2)(P(c2ccccc2)(c2ccccc2)c2ccccc2)P(c2ccccc2)(c2ccccc2)c2ccccc2)cc1. Product: Cc1ccc(F)c2cnc(O)cc12. As a reaction SMILES: [Br:1][c:2]1[c:3]2[cH:4][c:5]([OH:13])[n:6][cH:7][c:8]2[c:9]([F:12])[cH:10][cH:11]1.[CH2:26]1[O:27][CH2:28][CH2:29][CH2:30]1.[CH3:14][Zn:15][CH3:16].[CH3:17][c:18]1[cH:19][cH:20][cH:21][cH:22][cH:23]1.[Cl-:24].[NH4+:25].[cH:31]1[cH:32][cH:33][c:34]([P:35]([Pd:36]([P:37]([c:38]2[cH:39][cH:40][cH:41][cH:42][cH:43]2)([c:44]2[cH:45][cH:46][cH:47][cH:48][cH:49]2)[c:50]2[cH:51][cH:52][cH:53][cH:54][cH:55]2)([P:56]([c:57]2[cH:58][cH:59][cH:60][cH:61][cH:62]2)([c:63]2[cH:64][cH:65][cH:66][cH:67][cH:68]2)[c:69]2[cH:70][cH:71][cH:72][cH:73][cH:74]2)[P:75]([c:76]2[cH:77][cH:78][cH:79][cH:80][cH:81]2)([c:82]2[cH:83][cH:84][cH:85][cH:86][cH:87]2)[c:88]2[cH:89][cH:90][cH:91][cH:92][cH:93]2)([c:94]2[cH:95][cH:96][cH:97][cH:98][cH:99]2)[c:100]2[cH:101][cH:102][cH:103][cH:104][cH:105]2)[cH:106][cH:107]1>>[c:2]1([CH3:14])[c:3]2[cH:4][c:5]([OH:13])[n:6][cH:7][c:8]2[c:9]([F:12])[cH:10][cH:11]1. Starting materials: BrB(Br)Br, COc1ccc(NC(=O)Nc2ccc(Cl)cc2)cc1-c1ccnn1C, CC(Cl)Cl, [NH4+], [OH-], O. The product is Cn1nccc1-c1cc(NC(=O)Nc2ccc(Cl)cc2)ccc1O. RXN SMILES: [Br:30][B:31]([Br:32])[Br:33].[CH3:1][n:2]1[n:3][cH:4][cH:5][c:6]1-[c:7]1[cH:8][c:9]([NH:15][C:16](=[O:17])[NH:18][c:19]2[cH:20][cH:21][c:22]([Cl:25])[cH:23][cH:24]2)[cH:10][cH:11][c:12]1[O:13][CH3:14].[Cl:26][CH:27]([Cl:28])[CH3:29].[NH4+:34].[OH-:35].[OH2:36]>>[CH3:1][n:2]1[n:3][cH:4][cH:5][c:6]1-[c:7]1[cH:8][c:9]([NH:15][C:16](=[O:17])[NH:18][c:19]2[cH:20][cH:21][c:22]([Cl:25])[cH:23][cH:24]2)[cH:10][cH:11][c:12]1[OH:13]. Reactants: COC1=CC(=CC=C1)N (m-anisidine), C1(CCCCC1)=O (cyclohexanone), [BH4-].[Na+] (sodium borohydride), C(O)([O-])=O.[Na+] (sodium hydrogen carbonate). Solvent: ClC(C)Cl (dichloroethane), ClC(C)Cl (dichloroethane), C(C)(=O)O (acetic acid). Reaction conditions: time 40 minute. Product: C1(CCCCC1)NC1=CC(=CC=C1)OC (cyclohexyl-(3-methoxyphenyl)-amine). RXN SMILES: [BH4-].[Na+].[CH3:3][O:4][C:5]1[CH:10]=[CH:9][CH:8]=[C:7]([NH2:11])[CH:6]=1.[C:12]1(=O)[CH2:17][CH2:16][CH2:15][CH2:14][CH2:13]1.C(=O)([O-])O.[Na+]>ClC(Cl)C.C(O)(=O)C>[CH:12]1([NH:11][C:7]2[CH:8]=[CH:9][CH:10]=[C:5]([O:4][CH3:3])[CH:6]=2)[CH2:17][CH2:16][CH2:15][CH2:14][CH2:13]1 |f:0.1,4.5|. Reported procedure: Under ice cooling, 45 ml of acetic acid was added dropwise over 1 hour to 300 ml of a dichloroethane suspension of 8 g of sodium borohydride. To said mixture were added slowly a solution of 17.48 g of m-anisidine and 16 ml of cyclohexanone in 50 ml of dichloroethane, and the mixture was stirred at room temperature for 40 minutes. The reaction mixture was poured into an aqueous saturated sodium hydrogen carbonate solution and extracted with ethyl acetate. The extract was washed, dried and then pu... Starting materials: ClC(C)(C(F)(F)F)N(C1CCC(NC1)C1=CC=CC=C1)CC1=C(C=CC=C1)OC (5-[(1-Chloro-1-(trifluoromethyl)ethyl]-2-methoxybenzylamino]-2-phenylpiperidine), Cl.Cl.FC(C)(F)C=1C=CC(=C(CN[C@@H]2[C@@H](NCCC2)C2=CC=CC=C2)C1)OC(F)(F)F ((2S,3S)-3-(5-(1,1-Difluoroethyl)-2-(trifluoromethoxy)benzyl)amino-2-phenylpiperidine dihydrochloride). Yields the product Cl.Cl.ClC(C)(C(F)(F)F)N(C1CCC(NC1)C1=CC=CC=C1)CC1=C(C=CC=C1)OC (5-[(1-Chloro-1-(trifluoromethyl)ethyl]-2-methoxybenzylamino]-2-phenylpiperidine dihydrochloride). RXN SMILES: [Cl:1][C:2]([N:8]([CH2:21][C:22]1[CH:27]=[CH:26][CH:25]=[CH:24][C:23]=1[O:28][CH3:29])[CH:9]1[CH2:14][NH:13][CH:12]([C:15]2[CH:20]=[CH:19][CH:18]=[CH:17][CH:16]=2)[CH2:11][CH2:10]1)([C:4]([F:7])([F:6])[F:5])[CH3:3].[ClH:30].Cl.FC(C1C=CC(OC(F)(F)F)=C(C=1)CN[C@H]1CCCN[C@H]1C1C=CC=CC=1)(F)C>>[ClH:1].[ClH:30].[Cl:1][C:2]([N:8]([CH2:21][C:22]1[CH:27]=[CH:26][CH:25]=[CH:24][C:23]=1[O:28][CH3:29])[CH:9]1[CH2:14][NH:13][CH:12]([C:15]2[CH:20]=[CH:19][CH:18]=[CH:17][CH:16]=2)[CH2:11][CH2:10]1)([C:4]([F:6])([F:5])[F:7])[CH3:3] |f:1.2.3,4.5.6|. Procedure: This compound was prepared from Compound 104 in the same manner of Compound 28. Reactants: C(C)(=O)O (acetic acid), N1=C(C=NC2=CC=CC=C12)C(=O)OCC (ethyl 2-quinoxalinecarboxylate), [H-].[Al+3].[Li+].[H-].[H-].[H-] (lithium aluminum hydride). Run in O (water), O1CCCC1 (tetrahydrofuran), C1CCOC1 (THF). Conditions: time 30 minute. Yields the product N1=C(C=NC2=CC=CC=C12)C=O (2-Quinoxalinecarboxaldehyde). Yield: 47.6%. Reaction SMILES: [N:1]1[C:10]2[C:5](=[CH:6][CH:7]=[CH:8][CH:9]=2)[N:4]=[CH:3][C:2]=1[C:11](OCC)=[O:12].[H-].[Al+3].[Li+].[H-].[H-].[H-].C(O)(=O)C>O1CCCC1.O>[N:1]1[C:10]2[C:5](=[CH:6][CH:7]=[CH:8][CH:9]=2)[N:4]=[CH:3][C:2]=1[CH:11]=[O:12] |f:1.2.3.4.5.6|. Reported procedure: A solution of ethyl 2-quinoxalinecarboxylate (10-1) (2.34 g, 11.6 mmol) in tetrahydrofuran (22 mL) was cooled to −78° C. This solution was treated with a 1.0 molar THF solution of lithium aluminum hydride (5.80 mL, 5.80 mmol) added over a period of 6 min. After 30 min, the reaction was quenched with glacial acetic acid (1.30 mL, 22.71 mmol). The reaction mixture was warmed to room temperature and diluted with water (14 mL). The water was extracted five times with ethyl acetate and the combined o...